This data is from the Open Reaction Database (ORD), a public repository of structured organic reaction records. The task is: describe an organic reaction: reactants, conditions, products, and yield Starting materials: COC(=O)C=1C=C2C(=NNC2=CC1)C(NC1CCN(CC1)C(C)C)=O (3-(1-Isopropyl-piperidin-4-ylcarbamoyl)-1H-indazole-5-carboxylic acid methyl ester), C(=O)([O-])[O-].[Cs+].[Cs+] (Cs2CO3), BrCC(=O)NC1=NC=C(C=C1)Cl (2-Bromo-N-(5-chloro-pyridin-2-yl)-acetamide), O (water). Run in CN(C)C=O (DMF). Conditions: time 2 day. Yields the product COC(=O)C=1C=C2C(=NN(C2=CC1)CC(NC1=NC=C(C=C1)Cl)=O)C(NC1CCN(CC1)C(C)C)=O (1-[(5-Chloro-pyridin-2-ylcarbamoyl)-methyl]-3-(1-isopropyl-piperidin-4-ylcarbamoyl)-1H-indazole-5-carboxylic acid methyl ester). RXN SMILES: [CH3:1][O:2][C:3]([C:5]1[CH:6]=[C:7]2[C:11](=[CH:12][CH:13]=1)[NH:10][N:9]=[C:8]2[C:14](=[O:25])[NH:15][CH:16]1[CH2:21][CH2:20][N:19]([CH:22]([CH3:24])[CH3:23])[CH2:18][CH2:17]1)=[O:4].C([O-])([O-])=O.[Cs+].[Cs+].Br[CH2:33][C:34]([NH:36][C:37]1[CH:42]=[CH:41][C:40]([Cl:43])=[CH:39][N:38]=1)=[O:35].O>CN(C=O)C>[CH3:1][O:2][C:3]([C:5]1[CH:6]=[C:7]2[C:11](=[CH:12][CH:13]=1)[N:10]([CH2:33][C:34](=[O:35])[NH:36][C:37]1[CH:42]=[CH:41][C:40]([Cl:43])=[CH:39][N:38]=1)[N:9]=[C:8]2[C:14](=[O:25])[NH:15][CH:16]1[CH2:21][CH2:20][N:19]([CH:22]([CH3:23])[CH3:24])[CH2:18][CH2:17]1)=[O:4] |f:1.2.3|. Procedure: To a solution of 4 g 3-(1-Isopropyl-piperidin-4-ylcarbamoyl)-1H-indazole-5-carboxylic acid methyl ester in 35 mL DMF, 3.8 g Cs2CO3 and 2.9 g 2-Bromo-N-(5-chloro-pyridin-2-yl)-acetamide were added at RT and the reaction mixture was stirred for 2 d. After addition of 50 mL water the mixture was extracted with ethyl acetate (3×150 mL), the combined organic layers were dried over MgSO4 and filtered. The solvents were removed under reduced pressure and the residue was recrystallized from diisopropyle...